describe an organic reaction: reactants, conditions, products, and yield From a dataset of the Open Reaction Database (ORD), a public repository of structured organic reaction records. Reaction SMILES: [CH2:21]1[O:22][CH2:23][CH2:24][CH2:25]1.[CH3:2][CH:3]([N-:4][CH:5]([CH3:6])[CH3:7])[CH3:8].[CH:18]([CH3:19])=[O:20].[Cl:9][c:10]1[cH:11][c:12]([Cl:13])[cH:14][c:15]([Cl:16])[cH:17]1.[Li+:1]>>[Cl:9][c:10]1[c:11]([CH:18]([CH3:19])[OH:20])[c:12]([Cl:13])[cH:14][c:15]([Cl:16])[cH:17]1. The product is CC(O)c1c(Cl)cc(Cl)cc1Cl. The reactants are C1CCOC1, CC(C)[N-]C(C)C, CC=O, Clc1cc(Cl)cc(Cl)c1, [Li+].